Task: describe an organic reaction: reactants, conditions, products, and yield. Dataset: the Open Reaction Database (ORD), a public repository of structured organic reaction records Reactants: NC1=NN(C(=N1)NCCCOC=1C=C(C=CC1)CN1C(C2=CC=CC=C2C1=O)=O)C (2-[[3-[3-[(3-amino-1-methyl-1H-1,2,4-triazol-5-yl)amino]propoxy]phenyl]methyl]-1H-isoindole-1,3-(2H)-dione), O.NN (hydrazine hydrate). Solvent: C(C)O (ethanol). Product: CN1N=C(N=C1NCCCOC1=CC(=CC=C1)CN)N (1-Methyl-N5 -[3-[3-(aminomethyl)phenoxy]propyl]-1H-1,2,4-triazole-3,5-diamine). The yield is 71.7%. Reaction SMILES: [NH2:1][C:2]1[N:6]=[C:5]([NH:7][CH2:8][CH2:9][CH2:10][O:11][C:12]2[CH:13]=[C:14]([CH2:18][N:19]3C(=O)C4C(=CC=CC=4)C3=O)[CH:15]=[CH:16][CH:17]=2)[N:4]([CH3:30])[N:3]=1.O.NN>C(O)C>[CH3:30][N:4]1[C:5]([NH:7][CH2:8][CH2:9][CH2:10][O:11][C:12]2[CH:17]=[CH:16][CH:15]=[C:14]([CH2:18][NH2:19])[CH:13]=2)=[N:6][C:2]([NH2:1])=[N:3]1 |f:1.2|. Procedure: A solution of 2-[[3-[3-[(3-amino-1-methyl-1H-1,2,4-triazol-5-yl)amino]propoxy]phenyl]methyl]-1H-isoindole-1,3-(2H)-dione (1.62 g) and hydrazine hydrate (0.22 g) in ethanol (10 ml) was heated at reflux for 1.5 h. The solvent was evaporated and the residue was dissolved in dilute hydrochloric acid and filtered. The filtrate was basified with sodium carbonate, evaporated to dryness and extracted with hot isopropanol to give an oil which was purified by column chromatography using methanol/0.88 ammo... Reactants: CC(=O)O, Cc1ccc2nc(-c3ccc(Cl)cc3)cn2c1, O=C(NCO)c1ccccc1, O=S(=O)(O)O. Product: Cc1ccc2nc(-c3ccc(Cl)cc3)c(CNC(=O)c3ccccc3)n2c1. As a reaction SMILES: [CH3:34][C:35](=[O:36])[OH:37].[Cl:17][c:18]1[cH:19][cH:20][c:21](-[c:24]2[n:25][c:26]3[n:27]([cH:28][c:29]([CH3:32])[cH:30][cH:31]3)[cH:33]2)[cH:22][cH:23]1.[OH:1][CH2:2][NH:3][C:4]([c:5]1[cH:6][cH:7][cH:8][cH:9][cH:10]1)=[O:11].[S:12](=[O:13])(=[O:14])([OH:15])[OH:16]>>[CH2:2]([NH:3][C:4]([c:5]1[cH:6][cH:7][cH:8][cH:9][cH:10]1)=[O:11])[c:33]1[c:24](-[c:21]2[cH:20][cH:19][c:18]([Cl:17])[cH:23][cH:22]2)[n:25][c:26]2[n:27]1[cH:28][c:29]([CH3:32])[cH:30][cH:31]2. Reactants: ClC=1C=CC(=C(C(=O)NC2=CC=C(C=C2)S(=O)(=O)N2CCOCC2)C1)[N+](=O)[O-] (5-chloro-N-(4-(morpholine-4-sulfonyl)-phenyl)-2-nitro-benzamide), S(=O)([O-])S(=O)[O-].[Na+].[Na+] (sodium dithionite). Solvent: O1CCCC1.CO (tetrahydrofuran methanol), O (water). Reaction conditions: time 1 hour. The product is NC1=C(C(=O)NC2=CC=C(C=C2)S(=O)(=O)N2CCOCC2)C=C(C=C1)Cl (2-Amino-5-chloro-N-(4-(morpholine-4-sulfonyl)-phenyl)-benzamide). Reaction SMILES: [Cl:1][C:2]1[CH:3]=[CH:4][C:5]([N+:26]([O-])=O)=[C:6]([CH:25]=1)[C:7]([NH:9][C:10]1[CH:15]=[CH:14][C:13]([S:16]([N:19]2[CH2:24][CH2:23][O:22][CH2:21][CH2:20]2)(=[O:18])=[O:17])=[CH:12][CH:11]=1)=[O:8].S(S([O-])=O)([O-])=O.[Na+].[Na+]>O1CCCC1.CO.O>[NH2:26][C:5]1[CH:4]=[CH:3][C:2]([Cl:1])=[CH:25][C:6]=1[C:7]([NH:9][C:10]1[CH:11]=[CH:12][C:13]([S:16]([N:19]2[CH2:20][CH2:21][O:22][CH2:23][CH2:24]2)(=[O:18])=[O:17])=[CH:14][CH:15]=1)=[O:8] |f:1.2.3,4.5|. Reported procedure: 11.10 g (26. 1 mmol) of 5-chloro-N-(4-(morpholine-4-sulfonyl)-phenyl)-2-nitro-benzamide were dissolved in 440 ml of tetrahydrofuran/methanol (1:1) and a solution of 27.23 g (156.4 mmol) of sodium dithionite in 330 ml of water was added dropwise. After stirring for 1 h at room temperature the organic solvents were removed in rotary evaporator, and the precipitated product was filtered off with suction and purified by chromatography over silica with methylene chloride/methanol (9:1). 5.68 g (55%) ... Conditions: temperature 140 celsius, time 1.5 hour. Solvent: CN(C=O)C (N,N-dimethylformamide). Reaction SMILES: [Br:1][C:2]1[CH:7]=[CH:6][C:5]([N:8]2[C:12](=[O:13])[C:11]3[CH2:14][CH2:15][CH2:16][CH2:17][C:10]=3[C:9]2=[O:18])=[CH:4][C:3]=1[O:19][CH:20]([C:22]([O:24]CC)=[O:23])[CH3:21].[I-].[Li+].Cl>CN(C)C=O>[Br:1][C:2]1[CH:7]=[CH:6][C:5]([N:8]2[C:12](=[O:13])[C:11]3[CH2:14][CH2:15][CH2:16][CH2:17][C:10]=3[C:9]2=[O:18])=[CH:4][C:3]=1[O:19][CH:20]([C:22]([OH:24])=[O:23])[CH3:21] |f:1.2|. Reactants: BrC1=C(C=C(C=C1)N1C(C2=C(C1=O)CCCC2)=O)OC(C)C(=O)OCC (N-[4-bromo-3-(1-ethoxycarbonylethyloxy)phenyl]-3,4,5,6-tetrahydrophthalimide), [I-].[Li+] (lithium iodide), Cl (HCl). The product is BrC1=C(C=C(C=C1)N1C(C2=C(C1=O)CCCC2)=O)OC(C)C(=O)O (N-[4-bromo-3-(1-carboxyethyloxy)phenyl]-3,4,5,6-tetrahydrophthalimide). Procedure details: A mixture of 1 g. of N-[4-bromo-3-(1-ethoxycarbonylethyloxy)phenyl]-3,4,5,6-tetrahydrophthalimide, 5 g. of lithium iodide and 120 ml. of anhydrous N,N-dimethylformamide was heated with stirring in nitrogen gas flow at 140° C. for 1.5 hours and the reaction mixture was cooled to room temperature and 2N-HCl was added and the product was extracted with ether. The extract was concentrated under a reduced pressure and the residue was recrystallized from a mixture of benzene-cyclohexane to obtain 0.72... Reactants: NCC1=NOC(=N1)[C@@H](CC(=O)OC(C)(C)C)CCCC1CCCCC1 (tert-butyl(3R)-3-[3-(aminomethyl)-1,2,4-oxadiazol-5-yl]-6-cyclohexylhexanoate), C1CC(=O)N(C1=O)OC(=O)ON2C(=O)CCC2=O (N,N-disuccinimidyl carbonate), N (NH3). Solvent: CC#N (MeCN). Run at time 4.5 hour. Product: NC(=O)NCC1=NOC(=N1)[C@@H](CC(=O)OC(C)(C)C)CCCC1CCCCC1 (tert-butyl(3R)-3-(3-{[(aminocarbonyl)amino]methyl}-1,2,4-oxadiazol-5-yl)-6-cyclohexylhexanoate). Isolated yield 72.9%. Reaction SMILES: [NH2:1][CH2:2][C:3]1[N:7]=[C:6]([C@H:8]([CH2:17][CH2:18][CH2:19][CH:20]2[CH2:25][CH2:24][CH2:23][CH2:22][CH2:21]2)[CH2:9][C:10]([O:12][C:13]([CH3:16])([CH3:15])[CH3:14])=[O:11])[O:5][N:4]=1.C1C(=O)[N:30](OC(ON2C(=O)CCC2=O)=O)[C:28](=[O:29])C1.N>CC#N>[NH2:30][C:28]([NH:1][CH2:2][C:3]1[N:7]=[C:6]([C@H:8]([CH2:17][CH2:18][CH2:19][CH:20]2[CH2:21][CH2:22][CH2:23][CH2:24][CH2:25]2)[CH2:9][C:10]([O:12][C:13]([CH3:15])([CH3:16])[CH3:14])=[O:11])[O:5][N:4]=1)=[O:29]. Procedure: A solution of tert-butyl(3R)-3-[3-(aminomethyl)-1,2,4-oxadiazol-5-yl]-6-cyclohexylhexanoate (preparation 18) (310 mg, 0.88 mmol) in MeCN (10 ml) was treated with N,N-disuccinimidyl carbonate (271 mg, 1.06 mmol) and stirred at room temperature, under a nitrogen atmosphere for 4.5 hours. NH3 (0.5M in dioxan) was added forming a white precipitate. The reaction mixture was stirred at room temperature for 18 hours. The reaction mixture was filtered and the solvent removed under reduced pressure. The ... Reactants: O=C([O-])[O-], C=CCBr, CC#N, Cl, Fc1c(C2CCNCC2)cccc1C(F)(F)F, [K+], [K+]. Product: C=CCN1CCC(c2cccc(C(F)(F)F)c2F)CC1. As a reaction SMILES: [C:18](=[O:19])([O-:20])[O-:21].[CH2:24]([CH:25]=[CH2:26])[Br:27].[CH3:29][C:30]#[N:31].[ClH:28].[F:1][c:2]1[c:3]([CH:12]2[CH2:13][CH2:14][NH:15][CH2:16][CH2:17]2)[cH:4][cH:5][cH:6][c:7]1[C:8]([F:9])([F:10])[F:11].[K+:22].[K+:23]>>[F:1][c:2]1[c:3]([CH:12]2[CH2:13][CH2:14][N:15]([CH2:26][CH:25]=[CH2:24])[CH2:16][CH2:17]2)[cH:4][cH:5][cH:6][c:7]1[C:8]([F:9])([F:10])[F:11].